From a dataset of the Open Reaction Database (ORD), a public repository of structured organic reaction records. describe an organic reaction: reactants, conditions, products, and yield Reported procedure: A solution of 2-(3-fluoro-phenyl)-4-methyl-pyrimidine-5-carboxylic acid (250 mg, 1.1 mmol) and 3-ethyl-5-trifluoromethoxy-indol-1-ylamine (244 mg, 1 mmol) in DMF (5 mL) is stirred at 50° C. for 1 h. The mixture is treated with DMTMM (276 mg, 1 mmol) and stirred at 50° C. for 1 h. The mixture is diluted with saturated aqueous Na2CO3 (5 mL) and stirred for 10 min. The precipitate is collected by filtration, washed with H2O (50 mL) and heptane (50 mL), and dried in vacuo to afford 2-(3-fluoro-pheny... The reactants are FC=1C=C(C=CC1)C1=NC=C(C(=N1)C)C(=O)O (2-(3-fluoro-phenyl)-4-methyl-pyrimidine-5-carboxylic acid), C(C)C1=CN(C2=CC=C(C=C12)OC(F)(F)F)N (3-ethyl-5-trifluoromethoxy-indol-1-ylamine), C[N+]1(CCOCC1)C2=NC(=NC(=N2)OC)OC.[Cl-] (DMTMM). Solvent: C(=O)([O-])[O-].[Na+].[Na+] (Na2CO3), CN(C)C=O (DMF). Reaction conditions: temperature 50 celsius, time 1 hour. The product is C(C)C1=CN(C2=CC=C(C=C12)OC(F)(F)F)NC(=O)C=1C(=NC(=NC1)C1=CC(=CC=C1)F)C (2-(3-fluoro-phenyl)-4-methyl-pyrimidine-5-carboxylic acid (3-ethyl-5-trifluoromethoxy-indol-1-yl)-amide). Yield: 58.9%. As a reaction SMILES: [F:1][C:2]1[CH:3]=[C:4]([C:8]2[N:13]=[C:12]([CH3:14])[C:11]([C:15]([OH:17])=O)=[CH:10][N:9]=2)[CH:5]=[CH:6][CH:7]=1.[CH2:18]([C:20]1[C:28]2[C:23](=[CH:24][CH:25]=[C:26]([O:29][C:30]([F:33])([F:32])[F:31])[CH:27]=2)[N:22]([NH2:34])[CH:21]=1)[CH3:19].C[N+]1(C2N=C(OC)N=C(OC)N=2)CCOCC1.[Cl-]>CN(C=O)C.C([O-])([O-])=O.[Na+].[Na+]>[CH2:18]([C:20]1[C:28]2[C:23](=[CH:24][CH:25]=[C:26]([O:29][C:30]([F:31])([F:33])[F:32])[CH:27]=2)[N:22]([NH:34][C:15]([C:11]2[C:12]([CH3:14])=[N:13][C:8]([C:4]3[CH:5]=[CH:6][CH:7]=[C:2]([F:1])[CH:3]=3)=[N:9][CH:10]=2)=[O:17])[CH:21]=1)[CH3:19] |f:2.3,5.6.7|. The reactants are CC(=O)O, CCOC(=O)c1[nH]cc(Br)c1N, CO, CC(C)C=O, ClCCl, [Na+], [OH-]. The product is CCOC(=O)c1[nH]cc(Br)c1NCC(C)C. RXN SMILES: [C:18]([OH:19])(=[O:20])[CH3:21].[CH2:1]([CH3:2])[O:3][C:4](=[O:5])[c:6]1[nH:7][cH:8][c:9]([Br:12])[c:10]1[NH2:11].[CH3:27][OH:28].[CH:13]([CH:14]([CH3:15])[CH3:16])=[O:17].[Cl:24][CH2:25][Cl:26].[Na+:23].[OH-:22]>>[CH2:1]([CH3:2])[O:3][C:4](=[O:5])[c:6]1[nH:7][cH:8][c:9]([Br:12])[c:10]1[NH:11][CH2:13][CH:14]([CH3:15])[CH3:16]. The reactants are COc1ccccc1N1CCN(CCCl)CC1, [H-], [Na+], CN(C)C=O, O, Nc1nc2[nH]ccc2c2nc(-c3ccco3)nn12. Yields the product COc1ccccc1N1CCN(CCn2ccc3c2nc(N)n2nc(-c4ccco4)nc32)CC1. As a reaction SMILES: [Cl:21][CH2:22][CH2:23][N:24]1[CH2:25][CH2:26][N:27]([c:30]2[c:31]([O:36][CH3:37])[cH:32][cH:33][cH:34][cH:35]2)[CH2:28][CH2:29]1.[H-:2].[Na+:1].[O:39]=[CH:40][N:41]([CH3:42])[CH3:43].[OH2:38].[o:3]1[c:4](-[c:8]2[n:9][n:10]3[c:11]([NH2:20])[n:12][c:13]4[c:14]([c:15]3[n:16]2)[cH:17][cH:18][nH:19]4)[cH:5][cH:6][cH:7]1>>[o:3]1[c:4](-[c:8]2[n:9][n:10]3[c:11]([NH2:20])[n:12][c:13]4[c:14]([c:15]3[n:16]2)[cH:17][cH:18][n:19]4[CH2:22][CH2:23][N:24]2[CH2:25][CH2:26][N:27]([c:30]3[c:31]([O:36][CH3:37])[cH:32][cH:33][cH:34][cH:35]3)[CH2:28][CH2:29]2)[cH:5][cH:6][cH:7]1. The reactants are COCCOCCBr, CCOC(=O)CC(=O)OCC, CCO, [Na]. Product: CCOC(=O)C(CCOCCOC)C(=O)OCC. RXN SMILES: [Br:13][CH2:14][CH2:15][O:16][CH2:17][CH2:18][O:19][CH3:20].[C:2]([CH2:3][C:4](=[O:5])[O:6][CH2:7][CH3:8])(=[O:9])[O:10][CH2:11][CH3:12].[CH3:21][CH2:22][OH:23].[Na:1]>>[C:2]([CH:3]([C:4](=[O:5])[O:6][CH2:7][CH3:8])[CH2:14][CH2:15][O:16][CH2:17][CH2:18][O:19][CH3:20])(=[O:9])[O:10][CH2:11][CH3:12]. Product: ClCCSC1=CC=C(C=C1)O (4-[(2-chloroethyl)thio]phenol). The solvent is CC(=O)C (acetone), O (water), O (water), C(C)OCC (Ethyl ether). Procedure: 2-chloro-ethanol (3.9 g, 0.049 mole) was added to a solution of the product of Example 35 (7.4 g, 0.049 mole) in water (0.1 mole) and acetone (50 ml). After cooling with an ice bath triethylphosphine (5.6 g, 0.047 mole) was added dropwise over 25 minutes. Ethyl ether (200 ml) and water (75 ml) were added and the layers separated. The organic layer was washed with water (4×50 ml) and saturated sodium chloride (2×25 ml) dried over magnesium sulfate, filtered and concentrated to give a yellow oil. ... Reactants: ClCCO (2-chloro-ethanol), OC1=CC=C(C=C1)SC#N (4-hydroxyphenyl thiocyanate), C(C)P(CC)CC (triethylphosphine). As a reaction SMILES: [Cl:1][CH2:2]CO.[OH:5][C:6]1[CH:11]=[CH:10][C:9]([S:12][C:13]#N)=[CH:8][CH:7]=1.C(P(CC)CC)C>CC(C)=O.O.C(OCC)C>[Cl:1][CH2:2][CH2:13][S:12][C:9]1[CH:10]=[CH:11][C:6]([OH:5])=[CH:7][CH:8]=1. The reactants are NCCC1=CC=C(NC2CCN(CC2)S(=O)(=O)C2=CC=C(C=C2)NC(C)=O)C=C1 (N-[4-((4-[4-(2-Aminoethyl)anilino]-1-piperidinyl]sulfonyl)phenyl]acetamide), C(C)(C)(C)[Si](C1=CC=CC=C1)(C1=CC=CC=C1)OC1=CC=C(C=C1)OCC1OC1 (tert-butyl-(4-oxiranylmethoxy-phenoxy)-diphenyl-silane). Yields the product O[C@@H](CNCCC1=CC=C(C=C1)NC1CCN(CC1)S(=O)(=O)C1=CC=C(C=C1)NC(C)=O)COC1=CC=C(C=C1)O (N-{4-[4-(4-{2-[(2S)-2-Hydroxy-3-(4-hydroxy-phenoxy)-propylamino]-ethyl}-phenylamino)-piperidine-1-sulfonyl]-phenyl}-acetamide). Isolated yield 23.1%. RXN SMILES: [NH2:1][CH2:2][CH2:3][C:4]1[CH:29]=[CH:28][C:7]([NH:8][CH:9]2[CH2:14][CH2:13][N:12]([S:15]([C:18]3[CH:23]=[CH:22][C:21]([NH:24][C:25](=[O:27])[CH3:26])=[CH:20][CH:19]=3)(=[O:17])=[O:16])[CH2:11][CH2:10]2)=[CH:6][CH:5]=1.C([Si]([O:47][C:48]1[CH:53]=[CH:52][C:51]([O:54][CH2:55][CH:56]2[CH2:58][O:57]2)=[CH:50][CH:49]=1)(C1C=CC=CC=1)C1C=CC=CC=1)(C)(C)C>>[OH:57][C@H:56]([CH2:55][O:54][C:51]1[CH:52]=[CH:53][C:48]([OH:47])=[CH:49][CH:50]=1)[CH2:58][NH:1][CH2:2][CH2:3][C:4]1[CH:5]=[CH:6][C:7]([NH:8][CH:9]2[CH2:10][CH2:11][N:12]([S:15]([C:18]3[CH:23]=[CH:22][C:21]([NH:24][C:25](=[O:27])[CH3:26])=[CH:20][CH:19]=3)(=[O:16])=[O:17])[CH2:13][CH2:14]2)=[CH:28][CH:29]=1. Procedure: N-[4-((4-[4-(2-Aminoethyl)anilino]-1-piperidinyl]sulfonyl)phenyl]acetamide (0.500 g, 1.08 mmol) was reacted with tert-butyl-(4-oxiranylmethoxy-phenoxy)-diphenyl-silane (0.4 g, 0.973 mmol) according to Procedure G to give the title compound (0.185 g, 0.225 mmol). The reactants are C(CC(O)(C(=O)O)CC(=O)O)(=O)O (citric acid), COC=1C=C(C=CC1OC=1C(=C2C=C(NC2=CC1)C)[N+](=O)[O-])CC(=O)OCC (Ethyl 2-(3-methoxy-4-(2-methyl-4-nitro-1H-indol-5-yloxy)phenyl)acetate), IC (iodomethane), C([O-])([O-])=O.[Cs+].[Cs+] (cesium carbonate). The solvent is CN(C=O)C (N,N-dimethylformamide). Run at time 8 hour. The product is CN1C(=CC2=C(C(=CC=C12)OC1=C(C=C(C=C1)CC(=O)OCC)OC)[N+](=O)[O-])C (Ethyl 2-(4-(1,2-dimethyl-4-nitro-1H-indol-5-yloxy)-3-methoxyphenyl)acetate). Reaction SMILES: [CH3:1][O:2][C:3]1[CH:4]=[C:5]([CH2:23][C:24]([O:26][CH2:27][CH3:28])=[O:25])[CH:6]=[CH:7][C:8]=1[O:9][C:10]1[C:11]([N+:20]([O-:22])=[O:21])=[C:12]2[C:16](=[CH:17][CH:18]=1)[NH:15][C:14]([CH3:19])=[CH:13]2.IC.[C:31](=O)([O-])[O-].[Cs+].[Cs+].C(O)(=O)CC(CC(O)=O)(C(O)=O)O>CN(C)C=O>[CH3:31][N:15]1[C:16]2[C:12](=[C:11]([N+:20]([O-:22])=[O:21])[C:10]([O:9][C:8]3[CH:7]=[CH:6][C:5]([CH2:23][C:24]([O:26][CH2:27][CH3:28])=[O:25])=[CH:4][C:3]=3[O:2][CH3:1])=[CH:18][CH:17]=2)[CH:13]=[C:14]1[CH3:19] |f:2.3.4|. Procedure: To a room temperature solution of 3.1 (38 mg, 0.099 mmol) and iodomethane (6.8 μL, 0.11 mmol) dissolved in N,N-dimethylformamide (1 mL) was added cesium carbonate (35 mg, 0.11 mmol). The resulting intense red solution was stirred at room temperature overnight. After 19 h, the color had dissipated to a faint pink and HPLC indicated no 3.1 remained. Several drops of aqueous 20% citric acid solution were added and the mixture partitioned between ethyl acetate and water. The separated aqueous layer ...